Dataset: the Open Reaction Database (ORD), a public repository of structured organic reaction records. Task: describe an organic reaction: reactants, conditions, products, and yield The reactants are Cl, COc1ccc(-c2nc3cnccc3[nH]2)c(OCCO)c1. Yields the product OCCOc1cc(O)ccc1-c1nc2cnccc2[nH]1. RXN SMILES: [ClH:22].[OH:1][CH2:2][CH2:3][O:4][c:5]1[c:6](-[c:13]2[nH:14][c:15]3[c:16]([cH:17][n:18][cH:19][cH:20]3)[n:21]2)[cH:7][cH:8][c:9]([O:11][CH3:12])[cH:10]1>>[OH:1][CH2:2][CH2:3][O:4][c:5]1[c:6](-[c:13]2[nH:14][c:15]3[c:16]([cH:17][n:18][cH:19][cH:20]3)[n:21]2)[cH:7][cH:8][c:9]([OH:11])[cH:10]1.